Dataset: the Open Reaction Database (ORD), a public repository of structured organic reaction records. Task: describe an organic reaction: reactants, conditions, products, and yield Starting materials: O=C([O-])C=CC(=O)[O-], [Cl-], S=C1CN=C(c2ccccc2Cl)c2cc(Cl)ccc2N1, ClCCCN1CCCC1, Cl, [K+], [Na+], C1CCOC1, [OH-], O=C(O)C=CC(=O)O. The product is O=C(O)C=CC(=O)O, Clc1ccc2c(c1)C(c1ccccc1Cl)=NCC(SCCCN1CCCC1)=N2. RXN SMILES: [C:33]([CH:34]=[CH:35][C:36](=[O:37])[O-:38])(=[O:39])[O-:40].[Cl-:50].[Cl:1][c:2]1[c:3]([C:8]2=[N:9][CH2:10][C:11](=[S:20])[NH:12][c:13]3[c:14]2[cH:15][c:16]([Cl:19])[cH:17][cH:18]3)[cH:4][cH:5][cH:6][cH:7]1.[Cl:24][CH2:25][CH2:26][CH2:27][N:28]1[CH2:29][CH2:30][CH2:31][CH2:32]1.[ClH:23].[K+:22].[Na+:49].[O:51]1[CH2:52][CH2:53][CH2:54][CH2:55]1.[OH-:21].[OH:41][C:42]([CH:43]=[CH:44][C:45](=[O:46])[OH:47])=[O:48]>>[C:33]([CH:34]=[CH:35][C:36](=[O:37])[OH:38])(=[O:39])[OH:40].[Cl:1][c:2]1[c:3]([C:8]2=[N:9][CH2:10][C:11]([S:20][CH2:25][CH2:26][CH2:27][N:28]3[CH2:29][CH2:30][CH2:31][CH2:32]3)=[N:12][c:13]3[c:14]2[cH:15][c:16]([Cl:19])[cH:17][cH:18]3)[cH:4][cH:5][cH:6][cH:7]1. The product is BrC=1C=C(OC1)C1OCCO1 (2-(4-bromo-2-furyl)-1,3-dioxolane). The solvent is O (H2O), CCOCC (Et2O). Starting materials: C1=CC=CC=C1 (benzene), BrC=1C=C(SC1)C=O (4-bromo-2-thiophene carboxaldehyde), C(CO)O (ethylene glycol), O.C1(=CC=C(C=C1)S(=O)(=O)O)C (p-toluenesulfonic acid monohydrate). Reported procedure: A benzene (58 mL) solution of 4-bromo-2-thiophene carboxaldehyde (10.14 g 57.95 mmol), ethylene glycol (9.70 mL, 173.85 mmol) and p-toluenesulfonic acid monohydrate (1.10 g, 5.79 mmol) was refluxed with azeotropic removal of H2O for 6 h and then cooled to ambient temperature. The reaction mixture was diluted with Et2O and the organics were washed with sat'd NaHCO3, brine and then dried (MgSO4), filtered and concentrated. Chromatography on silica gel using 95:5 Hexanes:EtOAc eluted the product to... Reaction SMILES: C1C=CC=CC=1.[Br:7][C:8]1[CH:9]=[C:10]([CH:13]=[O:14])S[CH:12]=1.[CH2:15](O)[CH2:16][OH:17].O.C1(C)C=CC(S(O)(=O)=[O:27])=CC=1>CCOCC.O>[Br:7][C:8]1[CH:9]=[C:10]([CH:13]2[O:14][CH2:15][CH2:16][O:17]2)[O:27][CH:12]=1 |f:3.4|. The yield is 100.0%.